Dataset: the Open Reaction Database (ORD), a public repository of structured organic reaction records. Task: describe an organic reaction: reactants, conditions, products, and yield The reactants are ClC(C(OC(C)C=1C=C(C=C2C=CN(C12)COCC[Si](C)(C)C)C(F)(F)F)=N)(Cl)Cl ((±)-1-(5-(trifluoromethyl)-1-((2-(trimethylsilyl)ethoxy)methyl)-1H-indol-7-yl)ethyl 2,2,2-trichloroacetimidate), FC1=CC=C(C=C1)C1(CCN(CC1)C(=O)OC(C)(C)C)CO (tert-butyl 4-(4-fluorophenyl)-4-(hydroxymethyl)piperidine-1-carboxylate), C1CCCCC1 (cyclohexane). Conditions: temperature 0 celsius, time 45 minute. Yields the product FC1=CC=C(C=C1)C1(CCN(CC1)C(=O)OC(C)(C)C)COC(C)C=1C=C(C=C2C=CN(C12)COCC[Si](C)(C)C)C(F)(F)F ((±)-tert-Butyl 4-(4-fluorophenyl)-4-((1-(5-(trifluoromethyl)-1-((2-(trimethylsilyl)ethoxy)methyl)-1H-indol-7-yl)ethoxy)methyl)piperidine-1-carboxylate). Isolated yield 52.5%. As a reaction SMILES: ClC(Cl)(Cl)C(=N)[O:4][CH:5]([C:7]1[CH:8]=[C:9]([C:24]([F:27])([F:26])[F:25])[CH:10]=[C:11]2[C:15]=1[N:14]([CH2:16][O:17][CH2:18][CH2:19][Si:20]([CH3:23])([CH3:22])[CH3:21])[CH:13]=[CH:12]2)[CH3:6].[F:31][C:32]1[CH:37]=[CH:36][C:35]([C:38]2([CH2:51]O)[CH2:43][CH2:42][N:41]([C:44]([O:46][C:47]([CH3:50])([CH3:49])[CH3:48])=[O:45])[CH2:40][CH2:39]2)=[CH:34][CH:33]=1.C1CCCCC1>>[F:31][C:32]1[CH:37]=[CH:36][C:35]([C:38]2([CH2:51][O:4][CH:5]([C:7]3[CH:8]=[C:9]([C:24]([F:26])([F:27])[F:25])[CH:10]=[C:11]4[C:15]=3[N:14]([CH2:16][O:17][CH2:18][CH2:19][Si:20]([CH3:23])([CH3:21])[CH3:22])[CH:13]=[CH:12]4)[CH3:6])[CH2:39][CH2:40][N:41]([C:44]([O:46][C:47]([CH3:50])([CH3:49])[CH3:48])=[O:45])[CH2:42][CH2:43]2)=[CH:34][CH:33]=1. Reported procedure: To a solution of (±)-1-(5-(trifluoromethyl)-1-((2-(trimethylsilyl)ethoxy)methyl)-1H-indol-7-yl)ethyl 2,2,2-trichloroacetimidate (361 mg, 0.716 mmol) and tert-butyl 4-(4-fluorophenyl)-4-(hydroxymethyl)piperidine-1-carboxylate (244 mg, 0.788 mmol) at 0° C. was added cyclohexane (2 ml, 18.49 mmol) and fluoroboric acid diethyl ether complex (0.019 ml, 0.143 mmol). The reaction was stirred at 0° C. for 45 min and was judged complete by TLC. The reaction was quenched with aqueous sodium bicarbonate (5... Starting materials: CC(C)(C)OC(=O)N1CCC(O)C(CN=[N+]=[N-])C1, [H-], CI, [Na+], CN(C)C=O. Yields the product COC1CCN(C(=O)OC(C)(C)C)CC1CN=[N+]=[N-]. As a reaction SMILES: [C:1]([CH3:2])([CH3:3])([CH3:4])[O:5][C:6](=[O:7])[N:8]1[CH2:9][CH:10]([CH2:15][N:16]=[N+:17]=[N-:18])[CH:11]([OH:14])[CH2:12][CH2:13]1.[H-:20].[I:21][CH3:22].[Na+:19].[O:23]=[CH:24][N:25]([CH3:26])[CH3:27]>>[C:1]([CH3:2])([CH3:3])([CH3:4])[O:5][C:6](=[O:7])[N:8]1[CH2:9][CH:10]([CH2:15][N:16]=[N+:17]=[N-:18])[CH:11]([O:14][CH3:22])[CH2:12][CH2:13]1. The reactants are BrC=1C=2N(C=CC1)N=C(N2)Cl (8-bromo-2-chloro-[1,2,4]triazolo[1,5-a]pyridine), COC=1C=C(CN)C=CC1 (3-methoxy-benzylamine). The product is ClC1=NN2C(C(=CC=C2)NCC2=CC(=CC=C2)OC)=N1 ((2-Chloro-[1,2,4]triazolo[1,5-a]pyridin-8-yl)-(3-methoxy-benzyl)-amine). Reaction SMILES: Br[C:2]1[C:3]2[N:4]([N:8]=[C:9]([Cl:11])[N:10]=2)[CH:5]=[CH:6][CH:7]=1.[CH3:12][O:13][C:14]1[CH:15]=[C:16]([CH:19]=[CH:20][CH:21]=1)[CH2:17][NH2:18]>>[Cl:11][C:9]1[N:10]=[C:3]2[C:2]([NH:18][CH2:17][C:16]3[CH:19]=[CH:20][CH:21]=[C:14]([O:13][CH3:12])[CH:15]=3)=[CH:7][CH:6]=[CH:5][N:4]2[N:8]=1. Procedure details: (2-Chloro-[1,2,4]triazolo[1,5-a]pyridin-8-yl)-(3-methoxy-benzyl)-amine was prepared from 8-bromo-2-chloro-[1,2,4]triazolo[1,5-a]pyridine (2.00 g, 8.60 mmol), and 3-methoxy-benzylamine (1.26 mL, 9.72 mmol) in a manner analogous to Example 2d. Product was isolated as an off-white solid, (1.90 g. 77%). 1H NMR (400 MHz, (D3C)2SO, δ, ppm): 8.08 (d, J=6.4 Hz, 1H), 7.24 (m, 2H), 6.96 (s, 3H), 6.79 (d, J=8.0 Hz, 1H), 6.41 (d, J=8.0 Hz, 1H), 4.44 (d, J=5.9 Hz, 2H), 3.71 (s, 3H). Reactants: O=C1CCC(=O)N1Br, Cc1ccc(I)cc1N=[N+]=[N-], c1ccccc1. Product: [N-]=[N+]=Nc1cc(I)ccc1CBr. RXN SMILES: [Br:12][N:13]1[C:14](=[O:15])[CH2:16][CH2:17][C:18]1=[O:19].[N:1](=[N+:2]=[N-:3])[c:4]1[c:5]([CH3:11])[cH:6][cH:7][c:8]([I:10])[cH:9]1.[cH:20]1[cH:21][cH:22][cH:23][cH:24][cH:25]1>>[N:1](=[N+:2]=[N-:3])[c:4]1[c:5]([CH2:11][Br:12])[cH:6][cH:7][c:8]([I:10])[cH:9]1. The reactants are CCCCOC(=O)CCCCCN=C=O, CC#N, Cc1c(C(=O)OC(C)C)sc(C(=O)OC(C)C)c1O. Yields the product CCCCOC(=O)CCCCCNC(=O)Oc1c(C(=O)OC(C)C)sc(C(=O)OC(C)C)c1C. Reaction SMILES: [CH2:20]([CH2:21][CH2:22][CH3:23])[O:24][C:25](=[O:26])[CH2:27][CH2:28][CH2:29][CH2:30][CH2:31][N:32]=[C:33]=[O:34].[CH3:35][C:36]#[N:37].[CH:1]([CH3:2])([CH3:3])[O:4][C:5](=[O:6])[c:7]1[s:8][c:9]([C:14](=[O:15])[O:16][CH:17]([CH3:18])[CH3:19])[c:10]([OH:13])[c:11]1[CH3:12]>>[CH:1]([CH3:2])([CH3:3])[O:4][C:5](=[O:6])[c:7]1[s:8][c:9]([C:14](=[O:15])[O:16][CH:17]([CH3:18])[CH3:19])[c:10]([O:13][C:33]([NH:32][CH2:31][CH2:30][CH2:29][CH2:28][CH2:27][C:25]([O:24][CH2:20][CH2:21][CH2:22][CH3:23])=[O:26])=[O:34])[c:11]1[CH3:12]. Starting materials: C(C)OC(COC1=C(C=C(N)C=C1)OC)OCC (4-(2,2-diethoxyethoxy)-3-methoxyaniline), NC1=C(SC(=C1)C1=CC=C(C=C1)Cl)C(=O)OC (methyl 3-amino-5-(4-chlorophenyl)-2-thiophenecarboxylate), COC(N(C)C)OC (dimethylformamide dimethyl acetal). Run in C(C)O (ethanol), C(C)O (ethanol). Reaction conditions: temperature 90 celsius. Product: ClC1=CC=C(C=C1)C1=CC=2N=CN(C(C2S1)=O)C1=CC(=C(C=C1)OCC(OCC)OCC)OC (6-(4-chlorophenyl)-3-[4-(2,2-diethoxyethoxy)-3-methoxyphenyl]thieno[3,2-d]pyrimidin-4(3H)-one). RXN SMILES: [NH2:1][C:2]1[CH:6]=[C:5]([C:7]2[CH:12]=[CH:11][C:10]([Cl:13])=[CH:9][CH:8]=2)[S:4][C:3]=1[C:14]([O:16]C)=O.[CH3:18]OC(OC)N(C)C.[CH2:26]([O:28][CH:29]([O:41][CH2:42][CH3:43])[CH2:30][O:31][C:32]1[CH:38]=[CH:37][C:35]([NH2:36])=[CH:34][C:33]=1[O:39][CH3:40])[CH3:27]>C(O)C>[Cl:13][C:10]1[CH:9]=[CH:8][C:7]([C:5]2[S:4][C:3]3[C:14](=[O:16])[N:36]([C:35]4[CH:37]=[CH:38][C:32]([O:31][CH2:30][CH:29]([O:28][CH2:26][CH3:27])[O:41][CH2:42][CH3:43])=[C:33]([O:39][CH3:40])[CH:34]=4)[CH:18]=[N:1][C:2]=3[CH:6]=2)=[CH:12][CH:11]=1. Reported procedure: To a solution of methyl 3-amino-5-(4-chlorophenyl)-2-thiophenecarboxylate (2.0 g, 7.47 mmol, Maybridge, Inc) in ethanol (20 mL) was added dimethylformamide dimethyl acetal (2.5 mL, 2.5 eq, Aldrich). The reaction mixture was refluxed in a 90° C. oil bath for 3 h at which point the solvents were removed by rotary evaporation. Coevaporation with toluene removed the excess dimethylformamide dimethyl acetal. To the resulting residue was added ethanol (20 mL) and 4-(2,2-diethoxyethoxy)-3-methoxyanilin... Reactants: CCC=CCBr, [H-], [Na+], CN(C)C=O, Oc1ccccc1I. The product is CCC=CCOc1ccccc1I. As a reaction SMILES: [Br:11][CH2:12][CH:13]=[CH:14][CH2:15][CH3:16].[H-:10].[Na+:9].[O:17]=[CH:18][N:19]([CH3:20])[CH3:21].[OH:1][c:2]1[cH:3][cH:4][cH:5][cH:6][c:7]1[I:8]>>[O:1]([c:2]1[cH:3][cH:4][cH:5][cH:6][c:7]1[I:8])[CH2:12][CH:13]=[CH:14][CH2:15][CH3:16].